Dataset: the Open Reaction Database (ORD), a public repository of structured organic reaction records. Task: describe an organic reaction: reactants, conditions, products, and yield Reactants: CO, [H][H], O=[N+]([O-])c1ccc(OCc2ccc(F)cc2)cc1. Product: Nc1ccc(OCc2ccc(F)cc2)cc1. As a reaction SMILES: [CH3:21][OH:22].[H:19][H:20].[N+:1]([O-:2])(=[O:3])[c:4]1[cH:5][cH:6][c:7]([O:10][CH2:11][c:12]2[cH:13][cH:14][c:15]([F:18])[cH:16][cH:17]2)[cH:8][cH:9]1>>[NH2:1][c:4]1[cH:5][cH:6][c:7]([O:10][CH2:11][c:12]2[cH:13][cH:14][c:15]([F:18])[cH:16][cH:17]2)[cH:8][cH:9]1. Starting materials: CC#CC1(O)C(=O)Nc2ccc(Br)cc21, CC(C)(C)[O-], [Cl-], [K+], [NH4+], CN(C)C=O, COS(=O)(=O)c1ccc(C)cc1. The product is CC#CC1(OC)C(=O)Nc2ccc(Br)cc21. RXN SMILES: [Br:1][c:2]1[cH:3][c:4]2[c:8]([cH:9][cH:10]1)[NH:7][C:6](=[O:11])[C:5]2([C:12]#[C:13][CH3:14])[OH:15].[CH3:16][C:17]([CH3:18])([O-:19])[CH3:20].[Cl-:34].[K+:21].[NH4+:35].[O:36]=[CH:37][N:38]([CH3:39])[CH3:40].[c:22]1([CH3:23])[cH:24][cH:25][c:26]([S:27]([O:28][CH3:29])(=[O:30])=[O:31])[cH:32][cH:33]1>>[Br:1][c:2]1[cH:3][c:4]2[c:8]([cH:9][cH:10]1)[NH:7][C:6](=[O:11])[C:5]2([C:12]#[C:13][CH3:14])[O:15][CH3:16].